From a dataset of the Open Reaction Database (ORD), a public repository of structured organic reaction records. describe an organic reaction: reactants, conditions, products, and yield The reactants are N1C=NC(=C1)C1=NC=CC(=C1)C#N (2-(1H-imidazol-4-yl)pyridine-4-carbonitrile), Cl.ClCCN1CCOCC1 (4-(2-chloroethyl)morpholine hydrogen chloride). Product: N1(CCOCC1)CCN1C=NC(=C1)C1=NC=CC(=C1)C#N (2-{1-[2-(morpholin-4-yl)ethyl]-1H-imidazol-4-yl}pyridine-4-carbonitrile). As a reaction SMILES: [NH:1]1[CH:5]=[C:4]([C:6]2[CH:11]=[C:10]([C:12]#[N:13])[CH:9]=[CH:8][N:7]=2)[N:3]=[CH:2]1.Cl.Cl[CH2:16][CH2:17][N:18]1[CH2:23][CH2:22][O:21][CH2:20][CH2:19]1>>[N:18]1([CH2:17][CH2:16][N:1]2[CH:5]=[C:4]([C:6]3[CH:11]=[C:10]([C:12]#[N:13])[CH:9]=[CH:8][N:7]=3)[N:3]=[CH:2]2)[CH2:23][CH2:22][O:21][CH2:20][CH2:19]1 |f:1.2|. Reported procedure: The title compound was prepared from 2-(1H-imidazol-4-yl)pyridine-4-carbonitrile and 4-(2-chloroethyl)morpholine hydrogen chloride according to the procedure for the preparation of Example 43, part A. [M+H] Calc'd for C15H17N5O, 284. Found, 284. Starting materials: C1(CCCC1)CNC(=O)C1=CC=C2C(=CN(C2=C1)CC1=C(C=C(C(=O)O)C=C1)OC)CCC(=O)OC (4-[6-(N-cyclopentylmethylcarbamoyl)-3-(2-methoxycarbonylethyl)indol-1-ylmethyl]-3-methoxybenzoic acid), Cl (hydrochloric acid). Reagents/catalysts: CN(C1=CC=NC=C1)C (4-(dimethylamino)pyridine). Run in O (water), N1CCCC1 (pyrrolidine). The product is C1(CCCC1)CNC(=O)C1=CC=C2C(=CN(C2=C1)CC1=C(C=C(C(=O)O)C=C1)OC)CCC(=O)N1CCCC1 (4-[6-(N-cyclopentylmethylcarbamoyl)-3-[2-(pyrrolidinocarbonyl)ethyl]indol1-ylmethyl]-3-methoxybenzoic acid). The yield is 169.9%. As a reaction SMILES: [CH:1]1([CH2:6][NH:7][C:8]([C:10]2[CH:18]=[C:17]3[C:13]([C:14]([CH2:31][CH2:32][C:33](OC)=[O:34])=[CH:15][N:16]3[CH2:19][C:20]3[CH:28]=[CH:27][C:23]([C:24]([OH:26])=[O:25])=[CH:22][C:21]=3[O:29][CH3:30])=[CH:12][CH:11]=2)=[O:9])[CH2:5][CH2:4][CH2:3][CH2:2]1.Cl>CN(C)C1C=CN=CC=1.N1CCCC1.O>[CH:1]1([CH2:6][NH:7][C:8]([C:10]2[CH:18]=[C:17]3[C:13]([C:14]([CH2:31][CH2:32][C:33]([N:16]4[CH2:17][CH2:13][CH2:14][CH2:15]4)=[O:34])=[CH:15][N:16]3[CH2:19][C:20]3[CH:28]=[CH:27][C:23]([C:24]([OH:26])=[O:25])=[CH:22][C:21]=3[O:29][CH3:30])=[CH:12][CH:11]=2)=[O:9])[CH2:5][CH2:4][CH2:3][CH2:2]1. Procedure: A solution of 4-[6-(N-cyclopentylmethylcarbamoyl)-3-(2-methoxycarbonylethyl)indol-1-ylmethyl]-3-methoxybenzoic acid (0.84 g) (prepared as described in Example 1, parts (a) through (i)) and 4-(dimethylamino)pyridine (0.21 g) in pyrrolidine (5 ml) was heated at 80° for 48 hours under a nitrogen atmosphere. The reaction was diluted with water and acidified with 10% (v/v) hydrochloric acid. The resultant precipitate was collected by filtration and washed with water to give 4-[6-(N-cyclopentylmethylc...